This data is from the Open Reaction Database (ORD), a public repository of structured organic reaction records. The task is: describe an organic reaction: reactants, conditions, products, and yield Starting materials: CCN=C=NCCCN(C)C, CCN(C(C)C)C(C)C, Cl, NCC(=O)N1CCN(C(=O)c2cc(F)ccc2C(F)(F)F)CC1, O=C(O)c1ccc(N2CCOCC2)cc1, CN(C)C=O, O, On1nnc2ccccc21. Product: O=C(NCC(=O)N1CCN(C(=O)c2cc(F)ccc2C(F)(F)F)CC1)c1ccc(N2CCOCC2)cc1. Reaction SMILES: [CH3:35][CH2:36][N:37]=[C:38]=[N:39][CH2:40][CH2:41][CH2:42][N:43]([CH3:44])[CH3:45].[CH:1]([N:2]([CH2:3][CH3:4])[CH:5]([CH3:6])[CH3:7])([CH3:8])[CH3:9].[ClH:46].[NH2:47][CH2:48][C:49](=[O:50])[N:51]1[CH2:52][CH2:53][N:54]([C:57]([c:58]2[c:59]([C:65]([F:66])([F:67])[F:68])[cH:60][cH:61][c:62]([F:64])[cH:63]2)=[O:69])[CH2:55][CH2:56]1.[O:10]1[CH2:11][CH2:12][N:13]([c:16]2[cH:17][cH:18][c:19]([C:20](=[O:21])[OH:22])[cH:23][cH:24]2)[CH2:14][CH2:15]1.[O:70]=[CH:71][N:72]([CH3:73])[CH3:74].[OH2:75].[OH:25][n:26]1[c:27]2[c:28]([cH:29][cH:30][cH:31][cH:32]2)[n:33][n:34]1>>[O:10]1[CH2:11][CH2:12][N:13]([c:16]2[cH:17][cH:18][c:19]([C:20](=[O:22])[NH:47][CH2:48][C:49](=[O:50])[N:51]3[CH2:52][CH2:53][N:54]([C:57]([c:58]4[c:59]([C:65]([F:66])([F:67])[F:68])[cH:60][cH:61][c:62]([F:64])[cH:63]4)=[O:69])[CH2:55][CH2:56]3)[cH:23][cH:24]2)[CH2:14][CH2:15]1. Starting materials: CO, O=C1N(c2ccccc2)CCN1C1CCN(CC(O)COc2nccnc2Cl)CC1. Yields the product COc1nccnc1OCC(O)CN1CCC(N2CCN(c3ccccc3)C2=O)CC1. Reaction SMILES: [CH3:31][OH:32].[OH:1][CH:2]([CH2:3][N:4]1[CH2:5][CH2:6][CH:7]([N:10]2[C:11](=[O:21])[N:12]([c:15]3[cH:16][cH:17][cH:18][cH:19][cH:20]3)[CH2:13][CH2:14]2)[CH2:8][CH2:9]1)[CH2:22][O:23][c:24]1[n:25][cH:26][cH:27][n:28][c:29]1[Cl:30]>>[OH:1][CH:2]([CH2:3][N:4]1[CH2:5][CH2:6][CH:7]([N:10]2[C:11](=[O:21])[N:12]([c:15]3[cH:16][cH:17][cH:18][cH:19][cH:20]3)[CH2:13][CH2:14]2)[CH2:8][CH2:9]1)[CH2:22][O:23][c:24]1[n:25][cH:26][cH:27][n:28][c:29]1[O:32][CH3:31]. The reactants are ClC1=NC(=C2NC=NC2=N1)Cl (2,6-dichloropurine), C(CCC)O (n-butanol), CONCC1=CC=CC=C1 (methoxybenzylamine), [OH-].[Na+] (NaOH). Reaction conditions: temperature 120 celsius, time 10 minute. Product: ClC1=NC(=C2NC=NC2=N1)NCC1=CC=C(C=C1)OC (2-chloro-6-(4-methoxybenzylamino)purine). Reaction SMILES: [Cl:1][C:2]1[N:10]=[C:9]2[C:5]([NH:6][CH:7]=[N:8]2)=[C:4](Cl)[N:3]=1.CO[NH:14][CH2:15][C:16]1[CH:21]=[CH:20][CH:19]=[CH:18][CH:17]=1.[OH-].[Na+].[CH2:24]([OH:28])CCC>>[Cl:1][C:2]1[N:10]=[C:9]2[C:5]([NH:6][CH:7]=[N:8]2)=[C:4]([NH:14][CH2:15][C:16]2[CH:17]=[CH:18][C:19]([O:28][CH3:24])=[CH:20][CH:21]=2)[N:3]=1 |f:2.3|. Procedure details: The 2,6-dichloropurine (4.06 g, 21.5 mmol) was suspended in n-butanol (150 ml) and the 4 methoxybenzylamine was added (3.4 ml, 26 mmol). The solution turned clear and then cloudy a few minutes later. The solution was heated at 120° C. for 2 hr and then cooled. The n-butanol was evaporated followed by suspension of the residue in water and diethyl ether mixture. A solution of 2N NaOH (1.3 ml, 26 mmol) was added and the solution stirred for 10 min before filtration. The filtered precipitate was wa... Starting materials: C(C1=CC=CC=C1)N1C([C@H](C[C@H]1C)CCC1(OCCO1)C)=O (1-benzyl-5(R)-methyl-3(S)-[2-(2-methyl-[1,3]dioxolan-2-yl)-ethyl]-pyrrolidin-2-one), N (ammonia), [Li] (Lithium), N (ammonia). Solvent: C1CCOC1 (THF), CO (MeOH), C1CCOC1 (THF). Run at time 20 minute. The product is C[C@@H]1C[C@@H](C(N1)=O)CCC1(OCCO1)C (5(R)-methyl-3(S)-[2-(2-methyl-[1,3]dioxolan-2-yl)-ethyl]-pyrrolidin-2-one). RXN SMILES: N.[Li].C([N:10]1[C@H:14]([CH3:15])[CH2:13][C@H:12]([CH2:16][CH2:17][C:18]2([CH3:23])[O:22][CH2:21][CH2:20][O:19]2)[C:11]1=[O:24])C1C=CC=CC=1>CO.C1COCC1>[CH3:15][C@H:14]1[NH:10][C:11](=[O:24])[C@@H:12]([CH2:16][CH2:17][C:18]2([CH3:23])[O:22][CH2:21][CH2:20][O:19]2)[CH2:13]1 |^1:1|. Procedure details: Into a 3-necked 500 mL flask at -78° C. was condensed 200 mL of ammonia. Lithium (64 mg, 9.25 mmol) was washed with MeOH, then THF and then added to the ammonia. After 20 minutes, 11-6 (560 mg, 1.85 mmol), dissolved in 25 mL of THF, was added. After 30 minutes, the reaction was quenched with NH4Cl; 200 mL of THF was added, the cooling bath was removed and the solution purged with argon for 30 minutes to remove the ammonia. The solution was dried (MgSO4) and concentrated. Flash chromatography (si...